This data is from the Open Reaction Database (ORD), a public repository of structured organic reaction records. The task is: describe an organic reaction: reactants, conditions, products, and yield The reactants are CC#CCOc1ccc(S(=O)(=O)N2CC(C(C(=O)[O-])C(C)(C)C)SC(C)(C)C2C(=O)NO)cc1, ClCCl, O=C(O)C(F)(F)F. Yields the product CC#CCOc1ccc(S(=O)(=O)N2CC(CC(=O)O)SC(C)(C)C2C(=O)NO)cc1. As a reaction SMILES: [C:1]([CH3:2])([CH3:3])([CH3:4])[CH:5]([C:6](=[O:7])[O-:8])[CH:9]1[S:10][C:11]([CH3:33])([CH3:34])[CH:12]([C:29](=[O:30])[NH:31][OH:32])[N:13]([S:15](=[O:16])(=[O:17])[c:18]2[cH:19][cH:20][c:21]([O:24][CH2:25][C:26]#[C:27][CH3:28])[cH:22][cH:23]2)[CH2:14]1.[Cl:42][CH2:43][Cl:44].[OH:35][C:36]([C:37]([F:38])([F:39])[F:40])=[O:41]>>[CH2:5]([C:6](=[O:7])[OH:8])[CH:9]1[S:10][C:11]([CH3:33])([CH3:34])[CH:12]([C:29](=[O:30])[NH:31][OH:32])[N:13]([S:15](=[O:16])(=[O:17])[c:18]2[cH:19][cH:20][c:21]([O:24][CH2:25][C:26]#[C:27][CH3:28])[cH:22][cH:23]2)[CH2:14]1. The reactants are BrC1=CC=CC(=N1)C#N (6-Bromo-2-pyridinecarbonitrile), OC1CCN(CC1)C(=O)OC(C)(C)C (tert-butyl 4-hydroxypiperidine-1-carboxylate), C(C)(C)(C)P(C1=C(C=CC=C1)C1=CC=CC=C1)C(C)(C)C (2-(di-t-butylphosphino)biphenyl), Cs2(CO3). Reagents/catalysts: CC(=O)[O-].CC(=O)[O-].[Pd+2] (Pd(OAc)2). Run in C1(=CC=CC=C1)C (toluene). Conditions: temperature 130 celsius. The product is C(#N)C1=CC=CC(=N1)OC1CCN(CC1)C(=O)OC(C)(C)C (tert-Butyl 4-[(6-cyanopyridin-2-yl)oxy]piperidine-1-carboxylate). Reaction SMILES: Br[C:2]1[N:7]=[C:6]([C:8]#[N:9])[CH:5]=[CH:4][CH:3]=1.[OH:10][CH:11]1[CH2:16][CH2:15][N:14]([C:17]([O:19][C:20]([CH3:23])([CH3:22])[CH3:21])=[O:18])[CH2:13][CH2:12]1.C(P(C(C)(C)C)C1C=CC=CC=1C1C=CC=CC=1)(C)(C)C>C1(C)C=CC=CC=1.CC([O-])=O.CC([O-])=O.[Pd+2]>[C:8]([C:6]1[N:7]=[C:2]([O:10][CH:11]2[CH2:12][CH2:13][N:14]([C:17]([O:19][C:20]([CH3:23])([CH3:22])[CH3:21])=[O:18])[CH2:15][CH2:16]2)[CH:3]=[CH:4][CH:5]=1)#[N:9] |f:4.5.6|. Procedure: 6-Bromo-2-pyridinecarbonitrile (1.00 g, 5.46 mmol), tert-butyl 4-hydroxypiperidine-1-carboxylate (1.10 g, 5.46 mmol), Pd(OAc)2 (61 mg, 0.27 mmol), 2-(di-t-butylphosphino)biphenyl (98 mg, 0.328 mmol) and Cs2(CO3) (3.56 g, 10.93 mmol) were mixed in toluene (20 ml). The reaction was stirred under an N2 atmosphere and heated to 130° C. on an oil bath for 24 h. The solvent was evaporated in vacuo and the remaining separated between EtOAc (500 ml) and water (500 ml). The aqueous phase was extracted wi... The reactants are CN(C)CCOc1ccc(CCCCNC(=O)OCc2ccccc2)cc1, CO. The product is CN(C)CCOc1ccc(CCCCN)cc1. RXN SMILES: [CH2:1]([O:2][C:3](=[O:4])[NH:10][CH2:11][CH2:12][CH2:13][CH2:14][c:15]1[cH:16][cH:17][c:18]([O:21][CH2:22][CH2:23][N:24]([CH3:25])[CH3:26])[cH:19][cH:20]1)[c:5]1[cH:6][cH:7][cH:8][cH:9][cH:27]1.[CH3:28][OH:29]>>[NH2:10][CH2:11][CH2:12][CH2:13][CH2:14][c:15]1[cH:16][cH:17][c:18]([O:21][CH2:22][CH2:23][N:24]([CH3:25])[CH3:26])[cH:19][cH:20]1. Reactants: CC(C)(C)c1cc(NC(=O)Nc2cccc(O)c2)no1, C1CCOC1, CC(C)(C)[O-], CCOc1cc2ncnc(Cl)c2cc1OC, [K+]. Yields the product CCOc1cc2ncnc(Oc3cccc(NC(=O)Nc4cc(C(C)(C)C)on4)c3)c2cc1OC. RXN SMILES: [C:1]([CH3:2])([CH3:3])([CH3:4])[c:5]1[cH:6][c:7]([NH:10][C:11](=[O:12])[NH:13][c:14]2[cH:15][c:16]([OH:20])[cH:17][cH:18][cH:19]2)[n:8][o:9]1.[CH2:43]1[O:44][CH2:45][CH2:46][CH2:47]1.[CH3:37][C:38]([CH3:39])([O-:40])[CH3:41].[Cl:21][c:22]1[n:23][cH:24][n:25][c:26]2[cH:27][c:28]([O:34][CH2:35][CH3:36])[c:29]([O:32][CH3:33])[cH:30][c:31]12.[K+:42]>>[C:1]([CH3:2])([CH3:3])([CH3:4])[c:5]1[cH:6][c:7]([NH:10][C:11](=[O:12])[NH:13][c:14]2[cH:15][c:16]([O:20][c:22]3[n:23][cH:24][n:25][c:26]4[cH:27][c:28]([O:34][CH2:35][CH3:36])[c:29]([O:32][CH3:33])[cH:30][c:31]34)[cH:17][cH:18][cH:19]2)[n:8][o:9]1. Reactants: C1(CCCCC1)P(C1=C(C=CC=C1)C1=C(C=C(C=C1C(C)C)C(C)C)C(C)C)C1CCCCC1 (dicyclohexyl(2′,4′,6′-triisopropylbiphenyl-2-yl)phosphine), CC(C)([O-])C.[Na+] (sodium tert-butoxide), O1CCN(CC1)C=1C=C(C=NC1)N (5-morpholinopyridin-3-amine), ClC1=C(C(=NC2=C(C=CC=C12)Cl)C1=NC=CC=C1)C (4,8-dichloro-3-methyl-2-(pyridin-2-yl)quinoline). The reagents and catalysts are C=1C=CC(=CC1)/C=C/C(=O)/C=C/C2=CC=CC=C2.C=1C=CC(=CC1)/C=C/C(=O)/C=C/C2=CC=CC=C2.C=1C=CC(=CC1)/C=C/C(=O)/C=C/C2=CC=CC=C2.[Pd].[Pd] (Pd2dba3). Run in C1(=CC=CC=C1)C (toluene). The product is ClC=1C=CC=C2C(=C(C(=NC12)C1=NC=CC=C1)C)NC=1C=NC=C(C1)N1CCOCC1 (8-chloro-3-methyl-N-(5-morpholinopyridin-3-yl)-2-(pyridin-2-yl)quinolin-4-amine). RXN SMILES: C1(P(C2CCCCC2)C2C=CC=CC=2C2C(C(C)C)=CC(C(C)C)=CC=2C(C)C)CCCCC1.[O:35]1[CH2:40][CH2:39][N:38]([C:41]2[CH:42]=[C:43]([NH2:47])[CH:44]=[N:45][CH:46]=2)[CH2:37][CH2:36]1.Cl[C:49]1[C:58]2[C:53](=[C:54]([Cl:59])[CH:55]=[CH:56][CH:57]=2)[N:52]=[C:51]([C:60]2[CH:65]=[CH:64][CH:63]=[CH:62][N:61]=2)[C:50]=1[CH3:66].CC(C)([O-])C.[Na+]>C1(C)C=CC=CC=1.C1C=CC(/C=C/C(/C=C/C2C=CC=CC=2)=O)=CC=1.C1C=CC(/C=C/C(/C=C/C2C=CC=CC=2)=O)=CC=1.C1C=CC(/C=C/C(/C=C/C2C=CC=CC=2)=O)=CC=1.[Pd].[Pd]>[Cl:59][C:54]1[CH:55]=[CH:56][CH:57]=[C:58]2[C:53]=1[N:52]=[C:51]([C:60]1[CH:65]=[CH:64][CH:63]=[CH:62][N:61]=1)[C:50]([CH3:66])=[C:49]2[NH:47][C:43]1[CH:44]=[N:45][CH:46]=[C:41]([N:38]2[CH2:39][CH2:40][O:35][CH2:36][CH2:37]2)[CH:42]=1 |f:3.4,6.7.8.9.10|. Procedure details: The Buchwald coupled product was prepared according to Procedure H using dicyclohexyl(2′,4′,6′-triisopropylbiphenyl-2-yl)phosphine (0.026 g, 0.055 mmol), 5-morpholinopyridin-3-amine (0.074 g, 0.42 mmol), 4,8-dichloro-3-methyl-2-(pyridin-2-yl)quinoline (0.1 g, 0.35 mmol) and Pd2dba3 (0.013 g, 0.014 mmol) and sodium tert-butoxide (0.083 g, 0.87 mmol) in toluene (3.5 mL) at 100° C. for 1.1 h. The crude product was purified by column chromatography on silica gel (0 to 100% DCM/MeOH/ammonium hydroxid...